From a dataset of the Open Reaction Database (ORD), a public repository of structured organic reaction records. describe an organic reaction: reactants, conditions, products, and yield Reactants: [Na] (sodium), C1CC2CC1CC2=O (Norcamphor), C(C)(C)(C)OC(N(C)C)N(C)C (t-butoxy bis(dimethylamino)methane), [Na] (sodium), Cl.NC(=N)N (guanidine hydrochloride), Cl.NC(=N)N (Guanidine hydrochloride), [Na] (sodium). Conditions: time 24 hour. Yields the product C1CC2CC1C3=CN=C(N=C23)N (2-amino-5,8-methano-5,6,7,8-tetrahydroquinazoline). Reaction SMILES: [CH2:1]1[CH:5]2[CH2:6][C:7](=O)[CH:3]([CH2:4]2)[CH2:2]1.C(O[CH:14]([N:18]([CH3:20])C)[N:15](C)C)(C)(C)C.Cl.[NH2:22]C(N)=N.[Na]>>[CH2:1]1[CH:5]2[C:6]3[C:7]([CH:3]([CH2:4]2)[CH2:2]1)=[N:22][C:14]([NH2:15])=[N:18][CH:20]=3 |f:2.3,^1:25|. Procedure details: Norcamphor (6.11 g, 55.5 mMol) was heated with t-butoxy bis(dimethylamino)methane (Bredereck's reagent, 9.7 g, 55.5 mmol) at 100° C. overnight. The solvent was removed under vacuum and the crude residue was taken up in anhydrous ethanol (120 mL). Guanidine hydrochloride (10.6 g, 110 mmol, 2 eq.) and sodium metal (2.5 g, 110 mmol) were added. After the sodium dissolved, the mixture was heated to reflux for 48 h. After cooling to ambient temperature, sodium metal (0.47 g) and guanidine hydrochlori... Reactants: CN(N=C(C1=C(C=CC=C1F)Cl)Cl)S(=O)(=O)C1=CC=CC=C1 (N-methyl-N-(benzenesulfonyl)-2-chloro-6-fluorobenzohydrazonoyl chloride), C(C)(C)(C)C1=CC(=C(C#N)C=C1)OCC (4-t-butyl-2-ethoxybenzonitrile), [Cl-].[Al+3].[Cl-].[Cl-] (aluminum chloride), ClC1=C(C=CC=C1)Cl (o-dichlorobenzene). Run in C(Cl)(Cl)Cl (chloroform). Conditions: temperature 140 celsius, time 30 minute. Product: C(C)(C)(C)C1=CC(=C(C=C1)C1=NC(=NN1C)C1=C(C=CC=C1F)Cl)OCC (5-(4-t-butyl-2-ethoxyphenyl)-3-(2-chloro-6-fluorophenyl) 1-methyl-1H-1,2,4-triazole). Yield: 11.6%. As a reaction SMILES: [CH3:1][N:2](S(C1C=CC=CC=1)(=O)=O)[N:3]=[C:4](Cl)[C:5]1[C:10]([F:11])=[CH:9][CH:8]=[CH:7][C:6]=1[Cl:12].[C:23]([C:27]1[CH:34]=[CH:33][C:30]([C:31]#[N:32])=[C:29]([O:35][CH2:36][CH3:37])[CH:28]=1)([CH3:26])([CH3:25])[CH3:24].[Cl-].[Al+3].[Cl-].[Cl-].ClC1C=CC=CC=1Cl>C(Cl)(Cl)Cl>[C:23]([C:27]1[CH:34]=[CH:33][C:30]([C:31]2[N:2]([CH3:1])[N:3]=[C:4]([C:5]3[C:10]([F:11])=[CH:9][CH:8]=[CH:7][C:6]=3[Cl:12])[N:32]=2)=[C:29]([O:35][CH2:36][CH3:37])[CH:28]=1)([CH3:26])([CH3:24])[CH3:25] |f:2.3.4.5|. Procedure details: A mixture of N-methyl-N-(benzenesulfonyl)-2-chloro-6-fluorobenzohydrazonoyl chloride (1.60 g), 4-t-butyl-2-ethoxybenzonitrile (1.00 g), anhydrous aluminum chloride (0.60 g) and o-dichlorobenzene (5 ml) is stirred at an oil bath temperature of 140° C. for 30 minutes. After cooling, the reaction mixture is dissolved in chloroform (100 ml), washed with dilute hydrochloric acid, dilute aqueous solution of sodium hydroxide and saline in this order, dried over anhydrous magnesium sulfate and concentra... The reactants are CC(=O)OCc1cc(COC(C)=O)cc(OCCC2(CC=O)CCCCC2)c1, CC(=O)O[BH-](OC(C)=O)OC(C)=O, O=C([O-])O, CC(=O)O, ClCCCl, Cc1ccc(NC2CCNCC2)nc1, [Na+], [Na+]. The product is CC(=O)OCc1cc(COC(C)=O)cc(OCCC2(CCN3CCC(Nc4ccc(C)cn4)CC3)CCCCC2)c1. Reaction SMILES: [C:1]([CH3:2])(=[O:3])[O:4][CH2:5][c:6]1[cH:7][c:8]([CH2:24][O:25][C:26]([CH3:27])=[O:28])[cH:9][c:10]([O:12][CH2:13][CH2:14][C:15]2([CH2:21][CH:22]=[O:23])[CH2:16][CH2:17][CH2:18][CH2:19][CH2:20]2)[cH:11]1.[C:43]([O:44][BH-:45]([O:46][C:47](=[O:48])[CH3:49])[O:50][C:51](=[O:52])[CH3:53])(=[O:54])[CH3:55].[C:57](=[O:58])([OH:59])[O-:60].[CH3:66][C:67](=[O:68])[OH:69].[Cl:62][CH2:63][CH2:64][Cl:65].[NH:29]1[CH2:30][CH2:31][CH:32]([NH:35][c:36]2[n:37][cH:38][c:39]([CH3:42])[cH:40][cH:41]2)[CH2:33][CH2:34]1.[Na+:56].[Na+:61]>>[C:1]([CH3:2])(=[O:3])[O:4][CH2:5][c:6]1[cH:7][c:8]([CH2:24][O:25][C:26]([CH3:27])=[O:28])[cH:9][c:10]([O:12][CH2:13][CH2:14][C:15]2([CH2:21][CH2:22][N:29]3[CH2:30][CH2:31][CH:32]([NH:35][c:36]4[n:37][cH:38][c:39]([CH3:42])[cH:40][cH:41]4)[CH2:33][CH2:34]3)[CH2:16][CH2:17][CH2:18][CH2:19][CH2:20]2)[cH:11]1. Starting materials: CS(=O)(=O)OC1=C(C=CC(=C1)OS(=O)(=O)C)CCOC1=CC=C(C=C2C(NC(S2)=O)=O)C=C1 (5-(4-[2-(2,4-dimethanesulfonyloxyphenyl)ethoxy]benzylidene)thiazolidine-2,4-dione), C(C)(=O)O (acetic acid). Reagents/catalysts: [Pd] (Pd/C). The solvent is C(C)(=O)OCC (ethyl acetate). Product: CS(=O)(=O)OC1=C(C=CC(=C1)OS(=O)(=O)C)CCOC1=CC=C(C=C1)CC1C(NC(S1)=O)=O (5-([4-[2-(2,4-Dimethanesulfonyloxyphenyl)ethoxy]phenyl]methyl)thiazolidine-2,4-dione). The yield is 76.2%. Reaction SMILES: [CH3:1][S:2]([O:5][C:6]1[CH:11]=[C:10]([O:12][S:13]([CH3:16])(=[O:15])=[O:14])[CH:9]=[CH:8][C:7]=1[CH2:17][CH2:18][O:19][C:20]1[CH:33]=[CH:32][C:23]([CH:24]=[C:25]2[S:29][C:28](=[O:30])[NH:27][C:26]2=[O:31])=[CH:22][CH:21]=1)(=[O:4])=[O:3].C(O)(=O)C>C(OCC)(=O)C.[Pd]>[CH3:1][S:2]([O:5][C:6]1[CH:11]=[C:10]([O:12][S:13]([CH3:16])(=[O:14])=[O:15])[CH:9]=[CH:8][C:7]=1[CH2:17][CH2:18][O:19][C:20]1[CH:21]=[CH:22][C:23]([CH2:24][CH:25]2[S:29][C:28](=[O:30])[NH:27][C:26]2=[O:31])=[CH:32][CH:33]=1)(=[O:4])=[O:3]. Procedure: 0.718 g (1.4 mmole) 5-(4-[2-(2,4-dimethanesulfonyloxyphenyl)ethoxy]benzylidene)thiazolidine-2,4-dione was hydrogenated over night in 100 ml ethyl acetate and 1 ml acetic acid with 1.4 g Pd/C (10%) as catalyst. The catalyst was filtered off and the filtrate was washed with water, dried with magnesium sulfate and evaporated in vacuo to give 0.55 g (yield 76%) of the desired product. Starting materials: CC(C)C(COCc1ccccc1)CC(NC(=O)OC(C)(C)C)C1CO1, CO, [NH4+], [OH-]. Yields the product CC(C)C(COCc1ccccc1)CC(NC(=O)OC(C)(C)C)C(O)CN. Reaction SMILES: [CH2:1]([c:2]1[cH:3][cH:4][cH:5][cH:6][cH:7]1)[O:8][CH2:9][CH:10]([CH2:11][CH:12]([CH:13]1[O:14][CH2:15]1)[NH:16][C:17]([O:18][C:19]([CH3:20])([CH3:21])[CH3:22])=[O:23])[CH:24]([CH3:25])[CH3:26].[CH3:29][OH:30].[NH4+:28].[OH-:27]>>[CH2:1]([c:2]1[cH:3][cH:4][cH:5][cH:6][cH:7]1)[O:8][CH2:9][CH:10]([CH2:11][CH:12]([CH:13]([OH:14])[CH2:15][NH2:28])[NH:16][C:17]([O:18][C:19]([CH3:20])([CH3:21])[CH3:22])=[O:23])[CH:24]([CH3:25])[CH3:26]. Reactants: C(CC(=O)C)(=O)OC (methyl acetoacetate), C(=O)C1=CC(=NO1)C(C)C (5-formyl-3-isopropylisoxazole), ice, C(CCC)[Li] (n-butyllithium), [H-].[Na+] (sodium hydride). The solvent is CO (methanol), CCCCCC (hexane), C1CCOC1 (THF), C(C)(=O)O (acetic acid), C1CCOC1 (THF). Conditions: temperature -60 celsius, time 30 minute. Yields the product C(C)(C)C1=NOC(=C1)C1CC(CC(O1)=O)=O (6-(3-isopropylisoxazol-5-yl)-tetrahydropyran-2,4-dione). Yield: 13.5%. Reaction SMILES: [C:1]([O:7][CH3:8])(=[O:6])[CH2:2][C:3]([CH3:5])=[O:4].[H-].[Na+].C([Li])CCC.C([C:18]1[O:22][N:21]=[C:20]([CH:23]([CH3:25])[CH3:24])[CH:19]=1)=O>C1COCC1.CCCCCC.C(O)(=O)C.CO>[CH:23]([C:20]1[CH:19]=[C:18]([CH:8]2[O:7][C:1](=[O:6])[CH2:2][C:3](=[O:4])[CH2:5]2)[O:22][N:21]=1)([CH3:25])[CH3:24] |f:1.2|. Reported procedure: At -10° C., 61.5 g of methyl acetoacetate was dripped into 16.5 g of sodium hydride in 350 ml of THF. The mixture was cooled to -60° C. and 344 ml of 1.6 molar n-butyllithium solution in hexane was added. After all had been added, the mixture was stirred for 30 minutes at -60° C., and then 69.5 g of 5-formyl-3-isopropylisoxazole in 50 ml of THF was quickly dripped in at -60° C. The mixture was stirred for 30 minutes and then 10 ml of methanol followed by 30 g of acetic acid was added. After 10 m... Reactants: C(C)(=O)C1=C(N(C(S1)=O)C)C (5-Acetyl-3,4-dimethyl-3H-thiazol-2-one), COC(N(C)C)OC (dimethylformamide dimethyl acetal). Conditions: temperature 100 celsius. The product is CN(C=CC(=O)C1=C(N(C(S1)=O)C)C)C (5-(3-dimethylamino-acryloyl)-3,4-dimethyl-3H-thiazol-2-one). Yield: 44.5%. As a reaction SMILES: [C:1]([C:4]1[S:8][C:7](=[O:9])[N:6]([CH3:10])[C:5]=1[CH3:11])(=[O:3])[CH3:2].CO[CH:14](OC)[N:15]([CH3:17])[CH3:16]>>[CH3:14][N:15]([CH3:17])[CH:16]=[CH:2][C:1]([C:4]1[S:8][C:7](=[O:9])[N:6]([CH3:10])[C:5]=1[CH3:11])=[O:3]. Reported procedure: 5-Acetyl-3,4-dimethyl-3H-thiazol-2-one (4.64 g, 27.10 mmol) and dimethylformamide dimethyl acetal (8.4 mL, 59.62 mmol) were mixed in a dry, argon-flushed flask, and heated at 100° C. for 3 h. The mixture was cooled, producing some precipitation, which was enhanced by the addition of an equal volume of Et2O. The resulting orange solid was filtered and washed with Et2O to give 2.73 g of 5-(3-dimethylamino-acryloyl)-3,4-dimethyl-3H-thiazol-2-one. 1H-NMR (d6-DMSO): δ: 2.52 (s, 3H), 2.82 (bs, 3H), 3.... Reactants: C(C1=CC=CC=C1)OC(=O)N[C@H](C(=O)OC(C)(C)C)CC1=CC=C(C=C1)O ((S)-tert-butyl 2-(((benzyloxy)carbonyl)amino)-3-(4-hydroxyphenyl)propanoate), TEA, C(CCCCCC)OC1=CC=C(C(=O)Cl)C=C1 (4-(heptyloxy)benzoyl chloride). Solvent: C(Cl)Cl (DCM), C(C)#N (acetonitrile). Conditions: time 8 hour. The product is C(CCCCCC)OC1=CC=C(C(=O)OC2=CC=C(C=C2)C[C@@H](C(=O)OC(C)(C)C)NC(=O)OCC2=CC=CC=C2)C=C1 ((S)-4-(2-(((benzyloxy)carbonyl)amino)-3-(tert-butoxy)-3-oxopropyl)phenyl 4-(heptyloxy)benzoate). Isolated yield 92.6%. As a reaction SMILES: [CH2:1]([O:8][C:9]([NH:11][C@@H:12]([CH2:20][C:21]1[CH:26]=[CH:25][C:24]([OH:27])=[CH:23][CH:22]=1)[C:13]([O:15][C:16]([CH3:19])([CH3:18])[CH3:17])=[O:14])=[O:10])[C:2]1[CH:7]=[CH:6][CH:5]=[CH:4][CH:3]=1.[CH2:28]([O:35][C:36]1[CH:44]=[CH:43][C:39]([C:40](Cl)=[O:41])=[CH:38][CH:37]=1)[CH2:29][CH2:30][CH2:31][CH2:32][CH2:33][CH3:34]>C(Cl)Cl.C(#N)C>[CH2:28]([O:35][C:36]1[CH:37]=[CH:38][C:39]([C:40]([O:27][C:24]2[CH:23]=[CH:22][C:21]([CH2:20][C@H:12]([NH:11][C:9]([O:8][CH2:1][C:2]3[CH:7]=[CH:6][CH:5]=[CH:4][CH:3]=3)=[O:10])[C:13]([O:15][C:16]([CH3:17])([CH3:19])[CH3:18])=[O:14])=[CH:26][CH:25]=2)=[O:41])=[CH:43][CH:44]=1)[CH2:29][CH2:30][CH2:31][CH2:32][CH2:33][CH3:34]. Procedure: Prepared using General Procedure 3: To a stirred solution of (S)-tert-butyl 2-(((benzyloxy)carbonyl)amino)-3-(4-hydroxyphenyl)propanoate (5.57 g, 15.0 mmol) and TEA (6.27 mL, 45.0 mmol) in DCM (15 mL) and acetonitrile (30 mL) was added 4-(heptyloxy)benzoyl chloride (3.78 mL, 15.75 mmol) dropwise. After stirring overnight, the mixture was quenched with saturated aqueous NaHCO3 (50 mL). The organic layer was dried over MgSO4, and concentrated. The product was purified by chromatography (EA/hexanes... The reactants are ClC(C(=O)C=1NC=C(C1)C(CC1=CC=CC=C1)=O)(Cl)Cl (2,2,2-Trichloro-1-(4-phenylacetyl-1H-pyrrol-2-yl)-ethanone), C(C1=CC=CC=C1)N (benzylamine). The solvent is CN(C)C=O (DMF). Conditions: time 24 hour. The product is C(C1=CC=CC=C1)NC(=O)C=1NC=C(C1)C(CC1=CC=CC=C1)=O (4-Phenylacetyl-1H-pyrrole-2-carboxylic acid benzylamide). As a reaction SMILES: ClC(Cl)(Cl)[C:3]([C:5]1[NH:6][CH:7]=[C:8]([C:10](=[O:18])[CH2:11][C:12]2[CH:17]=[CH:16][CH:15]=[CH:14][CH:13]=2)[CH:9]=1)=[O:4].[CH2:21]([NH2:28])[C:22]1[CH:27]=[CH:26][CH:25]=[CH:24][CH:23]=1>CN(C=O)C>[CH2:21]([NH:28][C:3]([C:5]1[NH:6][CH:7]=[C:8]([C:10](=[O:18])[CH2:11][C:12]2[CH:13]=[CH:14][CH:15]=[CH:16][CH:17]=2)[CH:9]=1)=[O:4])[C:22]1[CH:27]=[CH:26][CH:25]=[CH:24][CH:23]=1. Procedure: To a solution of compound 1 (1 equivalent) in DMF, at ambient temperature, was added benzylamine (1.2 equivalents). After 24 hours, the solvent was evaporated and the crude product 2 was utilized without purification. HPLC using method B (as described below for Example 5) provided a retention time of 3.8 minutes. FIA/MS (M+1) 319.3, (M−1) 317.2. The reactants are CC(=O)OC(C)=O, O, CC(=O)C1CCC2C3CCC4CC(O)CCC4(C)C3C(=O)CC12C, c1ccncc1. Product: CC(=O)OC1CCC2(C)C(CCC3C4CCC(C(C)=O)C4(C)CC(=O)C32)C1. Reaction SMILES: [CH3:25][C:26](=[O:27])[O:28][C:29](=[O:30])[CH3:31].[OH2:32].[OH:1][CH:2]1[CH2:3][CH:4]2[CH2:5][CH2:6][CH:7]3[CH:8]4[CH2:9][CH2:10][CH:11]([C:12]([CH3:13])=[O:14])[C:15]4([CH3:24])[CH2:16][C:17](=[O:23])[CH:18]3[C:19]2([CH3:22])[CH2:20][CH2:21]1.[cH:33]1[cH:34][cH:35][n:36][cH:37][cH:38]1>>[O:1]([CH:2]1[CH2:3][CH:4]2[CH2:5][CH2:6][CH:7]3[CH:8]4[CH2:9][CH2:10][CH:11]([C:12]([CH3:13])=[O:14])[C:15]4([CH3:24])[CH2:16][C:17](=[O:23])[CH:18]3[C:19]2([CH3:22])[CH2:20][CH2:21]1)[C:26]([CH3:25])=[O:27].